Task: describe an organic reaction: reactants, conditions, products, and yield. Dataset: the Open Reaction Database (ORD), a public repository of structured organic reaction records Starting materials: O=CN(CC1(C(=O)O)CCCC1)OCc1ccccc1, CCN=C=NCCCN(C)C, Cl, NNc1nccc(C(F)(F)F)n1, CN(C)C=O, On1nnc2cccnc21. Yields the product O=CN(CC1(C(=O)NNc2nccc(C(F)(F)F)n2)CCCC1)OCc1ccccc1. Reaction SMILES: [CH2:1]([c:2]1[cH:3][cH:4][cH:5][cH:6][cH:7]1)[O:8][N:9]([CH:10]=[O:11])[CH2:12][C:13]1([C:18](=[O:19])[OH:20])[CH2:14][CH2:15][CH2:16][CH2:17]1.[CH3:44][N:45]([CH3:46])[CH2:47][CH2:48][CH2:49][N:50]=[C:51]=[N:52][CH2:53][CH3:54].[ClH:43].[NH:21]([NH2:22])[c:23]1[n:24][cH:25][cH:26][c:27]([C:29]([F:30])([F:31])[F:32])[n:28]1.[O:55]=[CH:56][N:57]([CH3:58])[CH3:59].[OH:33][n:34]1[c:35]2[n:36][cH:37][cH:38][cH:39][c:40]2[n:41][n:42]1>>[CH2:1]([c:2]1[cH:3][cH:4][cH:5][cH:6][cH:7]1)[O:8][N:9]([CH:10]=[O:11])[CH2:12][C:13]1([C:18](=[O:20])[NH:22][NH:21][c:23]2[n:24][cH:25][cH:26][c:27]([C:29]([F:30])([F:31])[F:32])[n:28]2)[CH2:14][CH2:15][CH2:16][CH2:17]1. Starting materials: COC=1C=CC2=C(SC(=C2C(C2=CC=C(C=C2)C=CC(=O)O)=O)C2=CC=C(C=C2)OC)C1 (6-methoxy-3-[4-(2-carboxyvinyl)benzoyl]-2-(4-methoxyphenyl)benzo[b]thiophene), B(Br)(Br)Br (BBr3). The solvent is C(Cl)Cl (CH2Cl2). Conditions: temperature 5 celsius, time 1 hour. Yields the product OC=1C=CC2=C(SC(=C2C(C2=CC=C(C=C2)\C=C\C(=O)O)=O)C2=CC=C(C=C2)O)C1 ((E)-6-hydroxy-3-[4-(2-carboxyvinyl)benzoyl]-2-(4-hydroxyphenyl)benzo[b]thiophene). Isolated yield 87.6%. As a reaction SMILES: C[O:2][C:3]1[CH:4]=[CH:5][C:6]2[C:10]([C:11](=[O:23])[C:12]3[CH:17]=[CH:16][C:15]([CH:18]=[CH:19][C:20]([OH:22])=[O:21])=[CH:14][CH:13]=3)=[C:9]([C:24]3[CH:29]=[CH:28][C:27]([O:30]C)=[CH:26][CH:25]=3)[S:8][C:7]=2[CH:32]=1.B(Br)(Br)Br>C(Cl)Cl>[OH:2][C:3]1[CH:4]=[CH:5][C:6]2[C:10]([C:11](=[O:23])[C:12]3[CH:13]=[CH:14][C:15](/[CH:18]=[CH:19]/[C:20]([OH:22])=[O:21])=[CH:16][CH:17]=3)=[C:9]([C:24]3[CH:25]=[CH:26][C:27]([OH:30])=[CH:28][CH:29]=3)[S:8][C:7]=2[CH:32]=1. Procedure: To a −5° C. solution of 6-methoxy-3-[4-(2-carboxyvinyl)benzoyl]-2-(4-methoxyphenyl)benzo[b]thiophene (900 mg, 2.0 mmol) in 40 mL of anhydrous CH2Cl2 under N2 was added BBr3 (0.76 mL, 8.0 mmol) slowly via syringe. After warming to 5° C., the mixture was stirred for 1 h at 5° C., then quenched by pouring into ice water (100 mL). The mixture was extracted with EtOAc (3×100 mL). The organic was then dried (Na2SO4) and concentrated in vacuo to a solid residue that was chromatographed (SiO2, 1% MeOH/C... Starting materials: BrB(Br)Br, COc1ccccc1C=C1N=C(C)NC1=O, ClCCl, O. Yields the product CC1=NC(=Cc2ccccc2O)C(=O)N1. Reaction SMILES: [B:17]([Br:18])([Br:19])[Br:20].[CH3:1][O:2][c:3]1[c:4]([CH:5]=[C:6]2[C:7](=[O:12])[NH:8][C:9]([CH3:11])=[N:10]2)[cH:13][cH:14][cH:15][cH:16]1.[Cl:22][CH2:23][Cl:24].[OH2:21]>>[OH:2][c:3]1[c:4]([CH:5]=[C:6]2[C:7](=[O:12])[NH:8][C:9]([CH3:11])=[N:10]2)[cH:13][cH:14][cH:15][cH:16]1. Reactants: NCC1CCN(C(=O)OCc2ccccc2)CC1O, Fc1ccccn1. The product is O=C(OCc1ccccc1)N1CCC(CNc2ccccn2)C(O)C1. RXN SMILES: [CH2:1]([c:2]1[cH:3][cH:4][cH:5][cH:6][cH:7]1)[O:8][C:9](=[O:10])[N:11]1[CH2:12][CH:13]([OH:19])[CH:14]([CH2:17][NH2:18])[CH2:15][CH2:16]1.[F:20][c:21]1[n:22][cH:23][cH:24][cH:25][cH:26]1>>[CH2:1]([c:2]1[cH:3][cH:4][cH:5][cH:6][cH:7]1)[O:8][C:9](=[O:10])[N:11]1[CH2:12][CH:13]([OH:19])[CH:14]([CH2:17][NH:18][c:21]2[n:22][cH:23][cH:24][cH:25][cH:26]2)[CH2:15][CH2:16]1. The product is Nc1c([N+](=O)[O-])cc(F)cc1[N+](=O)[O-]. Starting materials: O=C(Nc1c([N+](=O)[O-])cc(F)cc1[N+](=O)[O-])C(F)(F)F, [K+], [K+], O=C([O-])[O-]. RXN SMILES: [F:1][c:2]1[cH:3][c:4]([N+:18](=[O:19])[O-:20])[c:5]([NH:11][C:12](=[O:13])[C:14]([F:15])([F:16])[F:17])[c:6]([N+:8](=[O:9])[O-:10])[cH:7]1.[K+:21].[K+:22].[O-:23][C:24]([O-:25])=[O:26]>>[F:1][c:2]1[cH:3][c:4]([N+:18](=[O:19])[O-:20])[c:5]([NH2:11])[c:6]([N+:8](=[O:9])[O-:10])[cH:7]1.